From a dataset of the Open Reaction Database (ORD), a public repository of structured organic reaction records. describe an organic reaction: reactants, conditions, products, and yield Reactants: C(C)(C)(C)OC(=O)N1CCC(=CC1)C1=CC=C2C(=NN(C2=C1)C=1C=C(C=CC1)C)SC (4-(3-methylsulfanyl-1-m-tolyl-1H-indazol-6-yl)-3,6-dihydro-2H-pyridine-1-carboxylic acid tert-butyl ester). The solvent is Cl (HCl), O1CCOCC1 (1,4-dioxane). Yields the product CSC1=NN(C2=CC(=CC=C12)C=1CCNCC1)C=1C=C(C=CC1)C (3-Methylsulfanyl-6-(1,2,3,6-tetrahydro-pyridin-4-yl)-1-m-tolyl-1H-indazole). RXN SMILES: C(OC([N:8]1[CH2:13][CH:12]=[C:11]([C:14]2[CH:22]=[C:21]3[C:17]([C:18]([S:30][CH3:31])=[N:19][N:20]3[C:23]3[CH:24]=[C:25]([CH3:29])[CH:26]=[CH:27][CH:28]=3)=[CH:16][CH:15]=2)[CH2:10][CH2:9]1)=O)(C)(C)C>Cl.O1CCOCC1>[CH3:31][S:30][C:18]1[C:17]2[C:21](=[CH:22][C:14]([C:11]3[CH2:12][CH2:13][NH:8][CH2:9][CH:10]=3)=[CH:15][CH:16]=2)[N:20]([C:23]2[CH:24]=[C:25]([CH3:29])[CH:26]=[CH:27][CH:28]=2)[N:19]=1. Procedure: A solution of 4-(3-methylsulfanyl-1-m-tolyl-1H-indazol-6-yl)-3,6-dihydro-2H-pyridine-1-carboxylic acid tert-butyl ester (22.5 mg, 0.052 mmol) in 4 N HCl in 1,4-dioxane (3 mL) was stirred at room temperature for 1 h, then concentrated. The resulting residue was triturated and sonicated in a mixture of MeOH (0.5 mL)/diethyl ether (5 mL). The resulting mixture was filtered to yield the title compound as a yellowish solid. Reaction SMILES: [C:1]([CH3:2])(=[O:3])[N:4]1[CH2:5][c:6]2[c:7]([cH:11][c:12]([CH2:14][CH2:15][Cl:16])[s:13]2)[CH2:8][CH2:9][CH2:10]1.[C:34](=[O:35])([O-:36])[O-:37].[CH3:42][N:43]([CH3:44])[CH:45]=[O:46].[CH3:47][c:48]1[cH:49][cH:50][cH:51][cH:52][cH:53]1.[ClH:17].[F:18][c:19]1[cH:20][c:21]2[c:22]([c:23]([CH:26]3[CH2:27][CH2:28][NH:29][CH2:30][CH2:31]3)[n:24][o:25]2)[cH:32][cH:33]1.[I-:41].[K+:38].[K+:39].[K+:40]>>[C:1]([CH3:2])(=[O:3])[N:4]1[CH2:5][c:6]2[c:7]([cH:11][c:12]([CH2:14][CH2:15][N:29]3[CH2:28][CH2:27][CH:26]([c:23]4[c:22]5[c:21]([cH:20][c:19]([F:18])[cH:33][cH:32]5)[o:25][n:24]4)[CH2:31][CH2:30]3)[s:13]2)[CH2:8][CH2:9][CH2:10]1. Yields the product CC(=O)N1CCCc2cc(CCN3CCC(c4noc5cc(F)ccc45)CC3)sc2C1. Reactants: CC(=O)N1CCCc2cc(CCCl)sc2C1, O=C([O-])[O-], CN(C)C=O, Cc1ccccc1, Cl, Fc1ccc2c(C3CCNCC3)noc2c1, [I-], [K+], [K+], [K+].